Task: describe an organic reaction: reactants, conditions, products, and yield. Dataset: the Open Reaction Database (ORD), a public repository of structured organic reaction records The reactants are CC[O-], CSc1ccccc1Cl, [Cu], [Na+], O=[N+]([O-])c1ccccc1. Product: CCOc1ccccc1SC. As a reaction SMILES: [CH3:11][CH2:12][O-:13].[Cl:1][c:2]1[c:3]([S:8][CH3:9])[cH:4][cH:5][cH:6][cH:7]1.[Cu:23].[Na+:10].[O-:14][N+:15]([c:16]1[cH:17][cH:18][cH:19][cH:20][cH:21]1)=[O:22]>>[c:2]1([O:13][CH2:12][CH3:11])[c:3]([S:8][CH3:9])[cH:4][cH:5][cH:6][cH:7]1. As a reaction SMILES: [CH2:1]([c:2]1[cH:3][cH:4][cH:5][cH:6][cH:7]1)[O:8][c:9]1[c:10]([O:17][CH3:18])[cH:11][c:12]([CH:13]=[O:14])[cH:15][cH:16]1.[CH3:20][C:21](=[O:22])[O-:23].[CH3:27][C:28](=[O:29])[OH:30].[ClH:24].[NH2:25][OH:26].[Na+:19].[OH2:31]>>[CH2:1]([c:2]1[cH:3][cH:4][cH:5][cH:6][cH:7]1)[O:8][c:9]1[c:10]([O:17][CH3:18])[cH:11][c:12]([C:13]#[N:25])[cH:15][cH:16]1. Starting materials: COc1cc(C=O)ccc1OCc1ccccc1, CC(=O)[O-], CC(=O)O, Cl, NO, [Na+], O. Yields the product COc1cc(C#N)ccc1OCc1ccccc1. Starting materials: Cl (HCl), C(=O)C1=CC=C(S1)C=1SC=CC1 (5-formyl-2,2'-bithiophene), C(CC(=O)O)(=O)O (malonic acid), N1CCCCC1 (piperidine). The solvent is O (water), N1=CC=CC=C1 (pyridine). Reaction conditions: temperature 90 celsius, time 2 hour. Product: C(=O)(O)C=CC1=CC=C(S1)C=1SC=CC1 (5-(2-carboxy-1-ethenyl)-2,2'-bithiophene). Isolated yield 62.5%. Reaction SMILES: [CH:1]([C:3]1[S:7][C:6]([C:8]2[S:9][CH:10]=[CH:11][CH:12]=2)=[CH:5][CH:4]=1)=O.C(O)(=O)[CH2:14][C:15]([OH:17])=[O:16].N1CCCCC1.Cl>O.N1C=CC=CC=1>[C:15]([CH:14]=[CH:1][C:3]1[S:7][C:6]([C:8]2[S:9][CH:10]=[CH:11][CH:12]=2)=[CH:5][CH:4]=1)([OH:17])=[O:16]. Reported procedure: 3.88 g of 5-formyl-2,2'-bithiophene, 4.16 g of malonic acid, 15.5 ml of pyridine and 1.4 g of piperidine were heated and stirred at 90° C. in oil bath for 2 hours. Then raised the temperature to 120° C. for 10 minutes. The reaction mixture was cooled down to room temperature and diluted with 100 ml of distilled water. 40 ml of concentrated HCl was added to acidify the solution. The orange precipitate thus crystallized was further purified by silica gel chromatography. From the eluate of acetone/... The reactants are C(=O)(OC(C)(C)C)N1CCC(=CC1)C1=CC=C(S1)C1CC(=NN1C1=C(C=C(C=C1)F)F)C(C(F)(F)F)(F)F (5-[5-(1-BOC-1,2,3,6-tetrahydropyridin-4-yl)-thiophen-2-yl]-1-(2,4-difluoro-phenyl)-3-pentafluoroethyl-4,5-dihydro-1H-pyrazole), FC(C(=O)O)(F)F (trifluoroacetic acid). Solvent: ClCCl (dichloromethane). Run at time 3 hour. Yields the product FC(C(=O)O)(F)F.FC1=C(C=CC(=C1)F)N1N=C(CC1C=1SC(=CC1)C=1CCNCC1)C(C(F)(F)F)(F)F (1-(2,4-difluoro-phenyl)-5-[5-(1,2,3,6-tetrahydropyridin-4-yl)-thiophen-2-yl]-3-pentafluoroethyl-4,5-dihydro-1H-pyrazole trifluoroacetate). Yield: 91.7%. Reaction SMILES: C([N:8]1[CH2:13][CH:12]=[C:11]([C:14]2[S:18][C:17]([CH:19]3[N:23]([C:24]4[CH:29]=[CH:28][C:27]([F:30])=[CH:26][C:25]=4[F:31])[N:22]=[C:21]([C:32]([F:38])([F:37])[C:33]([F:36])([F:35])[F:34])[CH2:20]3)=[CH:16][CH:15]=2)[CH2:10][CH2:9]1)(OC(C)(C)C)=O.[F:39][C:40]([F:45])([F:44])[C:41]([OH:43])=[O:42]>ClCCl>[F:39][C:40]([F:45])([F:44])[C:41]([OH:43])=[O:42].[F:31][C:25]1[CH:26]=[C:27]([F:30])[CH:28]=[CH:29][C:24]=1[N:23]1[CH:19]([C:17]2[S:18][C:14]([C:11]3[CH2:12][CH2:13][NH:8][CH2:9][CH:10]=3)=[CH:15][CH:16]=2)[CH2:20][C:21]([C:32]([F:37])([F:38])[C:33]([F:35])([F:36])[F:34])=[N:22]1 |f:3.4|. Reported procedure: 5-[5-(1-BOC-1,2,3,6-tetrahydropyridin-4-yl)-thiophen-2-yl]-1-(2,4-difluoro-phenyl)-3-pentafluoroethyl-4,5-dihydro-1H-pyrazole (480.0 mg, 0.85 mmol) prepared in Example 197 and trifluoroacetic acid (600.0 uL, 7.84 mmol) were added at 0° C. to dichloromethane (5.0 mL). The reaction mixture was stirred at room temperature for 3 hours and then concentrated under reduced pressure to give 450.0 mg of the titled compound as a yellow liquid. The reactants are CCCCCBr, O=C([O-])[O-], COC(=O)c1cccc(O)c1, CN(C)C=O, CCOC(C)=O, [K+], [K+], O. Yields the product CCCCCOc1cccc(C(=O)OC)c1. Reaction SMILES: [Br:18][CH2:19][CH2:20][CH2:21][CH2:22][CH3:23].[C:12](=[O:13])([O-:14])[O-:15].[CH3:1][O:2][C:3]([c:4]1[cH:5][c:6]([OH:10])[cH:7][cH:8][cH:9]1)=[O:11].[CH3:25][N:26]([CH3:27])[CH:28]=[O:29].[CH3:30][CH2:31][O:32][C:33](=[O:34])[CH3:35].[K+:16].[K+:17].[OH2:24]>>[CH3:1][O:2][C:3]([c:4]1[cH:5][c:6]([O:10][CH2:19][CH2:20][CH2:21][CH2:22][CH3:23])[cH:7][cH:8][cH:9]1)=[O:11].